Dataset: the Open Reaction Database (ORD), a public repository of structured organic reaction records. Task: describe an organic reaction: reactants, conditions, products, and yield Product: [N+](=O)([O-])C1=CC=C(CN2N=CC=C2)C=C1 (1-(4-nitrobenzyl)-1H-pyrazole). Yield: 81.0%. Run at time 8 hour. The solvent is C(C)#N (acetonitrile), O (water). The reactants are [N+](=O)([O-])C1=CC=C(CBr)C=C1 (4-nitrobenzyl bromide), N1N=CC=C1 (1H-pyrazole), C([O-])([O-])=O.[K+].[K+] (potassium carbonate). Reaction SMILES: [N+:1]([C:4]1[CH:11]=[CH:10][C:7]([CH2:8]Br)=[CH:6][CH:5]=1)([O-:3])=[O:2].[NH:12]1[CH:16]=[CH:15][CH:14]=[N:13]1.C(=O)([O-])[O-].[K+].[K+]>C(#N)C.O>[N+:1]([C:4]1[CH:11]=[CH:10][C:7]([CH2:8][N:12]2[CH:16]=[CH:15][CH:14]=[N:13]2)=[CH:6][CH:5]=1)([O-:3])=[O:2] |f:2.3.4|. Procedure: A mixture of 4-nitrobenzyl bromide (0.500 g, 2.31 mmol), 1H-pyrazole (0.362 g, 5.23 mmol), and potassium carbonate (0.704 g, 5.09 mmol) in acetonitrile (30 mL) was stirred at rt overnight. After this time, the mixture was diluted with water and extracted with ethyl acetate. The combined organic layer was dried over anhydrous sodium sulfate, filtered, and the filtrate was concentrated. The residue was purified by column chromatography (silica, hexanes/ethyl acetate) to afford the title compound (... The reactants are COC=1C=C(C=CC1OC)CC(C)=O (3,4-dimethoxyphenyl acetone), C(C)(=O)[O-].[NH4+] (ammonium acetate), C(C)(=O)[O-].[Na+] (sodium acetate), C(#N)[BH3-].[Na+] (sodium cyanoborohydride). Run in C(C)(=O)O (acetic acid), CO (methanol). Run at time 18 hour. The product is COC=1C=C(C=CC1OC)CC(C)N (2-(3,4-dimethoxy-phenyl)-1-methyl-ethylamine). Isolated yield 99.5%. RXN SMILES: [CH3:1][O:2][C:3]1[CH:4]=[C:5]([CH2:11][C:12](=O)[CH3:13])[CH:6]=[CH:7][C:8]=1[O:9][CH3:10].C([O-])(=O)C.[NH4+].C([O-])(=O)C.[Na+].C([BH3-])#[N:26].[Na+]>C(O)(=O)C.CO>[CH3:1][O:2][C:3]1[CH:4]=[C:5]([CH2:11][CH:12]([NH2:26])[CH3:13])[CH:6]=[CH:7][C:8]=1[O:9][CH3:10] |f:1.2,3.4,5.6|. Procedure: To 2 g (10.29 mmol) of 3,4-dimethoxyphenyl acetone was added 10 mL of methanol, 7.9 g (102 mmol) of ammonium acetate, 844 mg (10.2 mmol) of sodium acetate and 970 mg (15.4 mmol) of sodium cyanoborohydride. The pH of the reaction was adjusted to between 6-7 by addition of glacial acetic acid. The reaction mixture was allowed to stir at room temperature 18 hours and concentrated under reduced pressure. To the residue 100 mL of water was added, and the pH of the reaction was adjusted to 14 using 6 ... The reactants are ClC=1OC2=C(N1)C=CC=C2 (2-chlorobenzoxazole), CN1CCNCCC1 (N-methylhomopiperazine). Solvent: ClCCl (dichloromethane), ClCCl (dichloromethane). The product is CN1CCN(CCC1)C=1OC2=C(N1)C=CC=C2 (2-(4-Methyl-1-homopiperazinyl)benzoxazole). Reaction SMILES: Cl[C:2]1[O:3][C:4]2[CH:10]=[CH:9][CH:8]=[CH:7][C:5]=2[N:6]=1.[CH3:11][N:12]1[CH2:18][CH2:17][CH2:16][NH:15][CH2:14][CH2:13]1>ClCCl>[CH3:11][N:12]1[CH2:18][CH2:17][CH2:16][N:15]([C:2]2[O:3][C:4]3[CH:10]=[CH:9][CH:8]=[CH:7][C:5]=3[N:6]=2)[CH2:14][CH2:13]1. Reported procedure: A 1.54 g portion of 2-chlorobenzoxazole was dissolved in 5 ml of dichloromethane. Under cooling with ice, to this was added dropwise 2.28 g of N-methylhomopiperazine which had been dissolved in 10 ml of dichloromethane, followed by 1 hour of reaction. The reaction solution was concentrated under a reduced pressure, and the resulting residue was dissolved in 500 ml of dichloromethane, washed with water, dehydrated with sodium sulfate and then concentrated under a reduced pressure. Thereafter, the... The reactants are [Ag+], CC(=O)OC1CSC(Br)C(OC(C)=O)C1OC(C)=O, Cc1ccccc1, CC#N, [Cl-], [Cl-], Cc1cc(O)c(-c2ccno2)cc1Cl, [Zn+2], O=C([O-])c1ncc[nH]1. The product is CC(=O)OC1CSC(Oc2cc(C)c(Cl)cc2-c2ccno2)C(OC(C)=O)C1OC(C)=O. Reaction SMILES: [Ag+:52].[C:1]([CH3:2])(=[O:3])[O:4][CH:5]1[CH:6]([Br:19])[S:7][CH2:8][CH:9]([O:15][C:16]([CH3:17])=[O:18])[CH:10]1[O:11][C:12]([CH3:13])=[O:14].[CH3:34][c:35]1[cH:36][cH:37][cH:38][cH:39][cH:40]1.[CH3:53][C:54]#[N:55].[Cl-:41].[Cl-:43].[Cl:20][c:21]1[cH:22][c:23](-[c:29]2[cH:30][cH:31][n:32][o:33]2)[c:24]([OH:28])[cH:25][c:26]1[CH3:27].[Zn+2:42].[nH:44]1[cH:45][cH:46][n:47][c:48]1[C:49]([O-:50])=[O:51]>>[C:1]([CH3:2])(=[O:3])[O:4][CH:5]1[CH:6]([O:28][c:24]2[c:23](-[c:29]3[cH:30][cH:31][n:32][o:33]3)[cH:22][c:21]([Cl:20])[c:26]([CH3:27])[cH:25]2)[S:7][CH2:8][CH:9]([O:15][C:16]([CH3:17])=[O:18])[CH:10]1[O:11][C:12]([CH3:13])=[O:14]. Starting materials: CC(=Cc1csc(C)n1)C1CC2C(CCCC(C)C(O)C(C)C(=O)C(C)(C)C(O)CC(=O)O1)N2CCOC(=O)OCCSSc1ccccn1, C1CCOC1, N=C(N)NCCCC(NC(=O)C(CC(=O)O)NC(=O)CCC(NC(=O)c1ccc(NCc2cnc3nc(N)[nH]c(=O)c3n2)cc1)C(=O)O)C(=O)NC(CC(=O)O)C(=O)NC(CS)C(=O)O, O=P([O-])([O-])[O-], O. The product is CC(=Cc1csc(C)n1)C1CC2C(CCCC(C)C(O)C(C)C(=O)C(C)(C)C(O)CC(=O)O1)N2CCOC(=O)OCCSSCC(NC(=O)C(CC(=O)O)NC(=O)C(CCCNC(=N)N)NC(=O)C(CC(=O)O)NC(=O)CCC(NC(=O)c1ccc(NCc2cnc3nc(N)[nH]c(=O)c3n2)cc1)C(=O)O)C(=O)O. RXN SMILES: [C:67]([O:68][CH2:69][CH2:70][N:71]1[CH:72]2[CH2:73][CH2:74][CH2:75][CH:76]([CH3:104])[CH:77]([OH:103])[CH:78]([CH3:102])[C:79](=[O:101])[C:80]([CH3:99])([CH3:100])[CH:81]([OH:98])[CH2:82][C:83](=[O:97])[O:84][CH:85]([C:88](=[CH:89][c:90]3[n:91][c:92]([CH3:95])[s:93][cH:94]3)[CH3:96])[CH2:86][CH:87]12)([O:105][CH2:106][CH2:107][S:108][S:109][c:110]1[cH:111][cH:112][cH:113][cH:114][n:115]1)=[O:116].[CH2:117]1[O:118][CH2:119][CH2:120][CH2:121]1.[NH2:2][c:3]1[n:4][c:5]2[n:6][cH:7][c:8]([CH2:14][NH:15][c:16]3[cH:17][cH:18][c:19]([C:20](=[O:21])[NH:22][CH:23]([C:24](=[O:25])[OH:26])[CH2:27][CH2:28][C:29](=[O:30])[NH:31][CH:32]([C:33](=[O:34])[NH:35][CH:36]([C:37](=[O:38])[NH:39][CH:40]([C:41](=[O:42])[NH:43][CH:44]([CH2:45][SH:46])[C:47](=[O:48])[OH:49])[CH2:50][C:51](=[O:52])[OH:53])[CH2:54][CH2:55][CH2:56][NH:57][C:58](=[NH:59])[NH2:60])[CH2:61][C:62](=[O:63])[OH:64])[cH:65][cH:66]3)[n:9][c:10]2[c:11](=[O:13])[nH:12]1.[O-:122][P:123](=[O:124])([O-:125])[O-:126].[OH2:1]>>[NH2:2][c:3]1[n:4][c:5]2[n:6][cH:7][c:8]([CH2:14][NH:15][c:16]3[cH:17][cH:18][c:19]([C:20](=[O:21])[NH:22][CH:23]([C:24](=[O:25])[OH:26])[CH2:27][CH2:28][C:29](=[O:30])[NH:31][CH:32]([C:33](=[O:34])[NH:35][CH:36]([C:37](=[O:38])[NH:39][CH:40]([C:41](=[O:42])[NH:43][CH:44]([CH2:45][S:46][S:108][CH2:107][CH2:106][O:105][C:67]([O:68][CH2:69][CH2:70][N:71]4[CH:72]5[CH2:73][CH2:74][CH2:75][CH:76]([CH3:104])[CH:77]([OH:103])[CH:78]([CH3:102])[C:79](=[O:101])[C:80]([CH3:99])([CH3:100])[CH:81]([OH:98])[CH2:82][C:83](=[O:97])[O:84][CH:85]([C:88](=[CH:89][c:90]6[n:91][c:92]([CH3:95])[s:93][cH:94]6)[CH3:96])[CH2:86][CH:87]45)=[O:116])[C:47](=[O:48])[OH:49])[CH2:50][C:51](=[O:52])[OH:53])[CH2:54][CH2:55][CH2:56][NH:57][C:58](=[NH:59])[NH2:60])[CH2:61][C:62](=[O:63])[OH:64])[cH:65][cH:66]3)[n:9][c:10]2[c:11](=[O:13])[nH:12]1. The reactants are C1(=CC=CC=C1)P(C1=CC=CC=C1)C1=CC=CC=C1 (triphenylphosphine), BrBr (Br2), ( 78 ), ( 38 ), ( 17 ), ( 100 ), ( 22 ), ( 18 ), C(=O)(O)[O-].[Na+] (NaHCO3), ( 14 ), ( 13 ), ( 27 ), C(CCC=CCC=CCC)O (4,7-decadien-1-ol), ( 15 ), ( 11 ), ( 40 ), ( 74 ), ( 18 ), ( 17 ), ( 6 ). Run in C(Cl)Cl (CH2Cl2), C(Cl)Cl (CH2Cl2), O (water), C(Cl)Cl (CH2Cl2). The product is BrCCC\C=C/C\C=C/CC ((4Z,7Z)-1-bromo-4,7-decadiene). Reported procedure: A solution of triphenylphosphine (20.9 g, 80 mmol) in CH2Cl2 (100 ml) was treated with Br2 (7.8 g, 49 mmol) in CH2Cl2 (15 mL, 0° C.) and the mixture was stirred at room temperature for 20 min. Into the slightly yellow suspension that formed, the crude mixture of 4 and 4Z,7Z)-4,7-decadien-1-ol (12.4 g) in CH2Cl2 (15 ml) was added dropwise. After stirring for 1 hour, a solution of saturated NaHCO3 (50 mL) and water (50 ml) were added. The mixture was extracted with pentane and combined extracts we... Reaction conditions: time 20 minute. The yield is 32.0%. As a reaction SMILES: C1(P(C2C=CC=CC=2)C2C=CC=CC=2)C=CC=CC=1.[Br:20]Br.[CH2:22](O)[CH2:23][CH2:24][CH:25]=[CH:26][CH2:27][CH:28]=[CH:29][CH2:30][CH3:31].C([O-])(O)=O.[Na+]>C(Cl)Cl.O>[Br:20][CH2:22][CH2:23][CH2:24]/[CH:25]=[CH:26]\[CH2:27]/[CH:28]=[CH:29]\[CH2:30][CH3:31] |f:3.4|.